This data is from the Open Reaction Database (ORD), a public repository of structured organic reaction records. The task is: describe an organic reaction: reactants, conditions, products, and yield Starting materials: C(C)OC(CO)C (2-ethoxypropanol), C1(=CC=C(C=C1)S(=O)(=O)Cl)C (toluene-p-sulphonylchloride), ice water. Run in N1=CC=CC=C1 (pyridine). Conditions: time 2 hour. Yields the product C1(=CC=C(C=C1)S(=O)(=O)OCC(C)OCC)C (2-ethoxypropyl toluene-p-sulphonate). RXN SMILES: [CH2:1]([O:3][CH:4]([CH3:7])[CH2:5][OH:6])[CH3:2].[C:8]1([CH3:18])[CH:13]=[CH:12][C:11]([S:14](Cl)(=[O:16])=[O:15])=[CH:10][CH:9]=1>N1C=CC=CC=1>[C:8]1([CH3:18])[CH:13]=[CH:12][C:11]([S:14]([O:6][CH2:5][CH:4]([O:3][CH2:1][CH3:2])[CH3:7])(=[O:16])=[O:15])=[CH:10][CH:9]=1. Procedure: 20.8 g (0.20 mol) of 2-ethoxypropanol are added slowly during 20 minutes with stirring to a mixture of 43.3 g (0.227 mol) of toluene-p-sulphonylchloride and 20 ml of dry pyridine. The temperature of the reaction mixture is kept at 20° with external cooling. After stirring for 2 hours at 20°, the mixture is poured into ice-water and extracted with ether. The ether layer is washed with 2N sulphuric acid, with water and with saturated sodium hydrogencarbonate solution. After drying over sodium sulp... Starting materials: C([O-])([O-])=O.[K+].[K+] (potassium carbonate), C(C#C)(=O)O (propiolic acid), CC(=CCBr)C (3,3-dimethylallyl bromide). Solvent: CC(=O)C (acetone). Conditions: time 4 hour. Yields the product C(C#C)(=O)OCC=C(C)C (3-methyl-2-butenyl propiolate). As a reaction SMILES: C(=O)([O-])[O-].[K+].[K+].[C:7]([OH:11])(=[O:10])[C:8]#[CH:9].[CH3:12][C:13]([CH3:17])=[CH:14][CH2:15]Br>CC(C)=O>[C:7]([O:11][CH2:15][CH:14]=[C:13]([CH3:17])[CH3:12])(=[O:10])[C:8]#[CH:9] |f:0.1.2|. Procedure details: 41.5 g (0.3 mol) of potassium carbonate were added at 0° to a solution of 18.4 ml (0.3 mol) of propiolic acid in 300 ml of acetone. The mixture was stirred at room temperature for 4 hours, then 34.7 ml (0.3 mol) of 3,3-dimethylallyl bromide were added and the mixture was subsequently boiled at reflux for a further 20 hours. The cooled reaction mixture was concentrated on a rotary evaporator. The residue was poured onto ice/water and extracted twice with ethyl acetate. The combined organic phases... The reactants are CO, CC1(C)CCC(C)(C)c2cc(CC#Cc3ccccc3)ccc21, ClCCl, [Mg+2], O=S(=O)([O-])[O-]. Yields the product CC1(C)CCC(C)(C)c2cc(CC#Cc3ccc(C=O)cc3)ccc21. Reaction SMILES: [CH3:1][OH:2].[CH3:3][C:4]1([CH3:25])[c:5]2[cH:6][cH:7][c:8]([CH2:16][C:17]#[C:18][c:19]3[cH:20][cH:21][cH:22][cH:23][cH:24]3)[cH:9][c:10]2[C:11]([CH3:14])([CH3:15])[CH2:12][CH2:13]1.[Cl:32][CH2:33][Cl:34].[Mg+2:26].[O-:27][S:28](=[O:29])(=[O:30])[O-:31]>>[CH:1](=[O:2])[c:22]1[cH:21][cH:20][c:19]([C:18]#[C:17][CH2:16][c:8]2[cH:7][cH:6][c:5]3[c:10]([cH:9]2)[C:11]([CH3:14])([CH3:15])[CH2:12][CH2:13][C:4]3([CH3:3])[CH3:25])[cH:24][cH:23]1. The reactants are CC=1NC(=C(C1)CC)C(=O)OCC (2-Methyl-4-ethyl-5-carbethoxypyrrole), CC1OC(OC(O1)C)C (paraldehyde), zinc amalgam, Cl (hydrochloric acid). Run in C(C)(=O)OC(C)=O (Acetic anhydride). Reaction conditions: time 0.5 hour. The product is CC=1NC(=C(C1CC)CC)C(=O)OCC (2-Methyl-3,4-diethyl-5-carbethoxypyrrole). Yield: 20.0%. As a reaction SMILES: Cl.[CH3:2][C:3]1[NH:4][C:5]([C:10]([O:12][CH2:13][CH3:14])=[O:11])=[C:6]([CH2:8][CH3:9])[CH:7]=1.[CH3:15][CH:16]1OC(C)OC(C)O1>C(OC(=O)C)(=O)C>[CH3:2][C:3]1[NH:4][C:5]([C:10]([O:12][CH2:13][CH3:14])=[O:11])=[C:6]([CH2:8][CH3:9])[C:7]=1[CH2:15][CH3:16]. Procedure details: Acetic anhydride (20 ml) was stirred into 5 ml of concentrated hydrochloric acid with cooling. 2-Methyl-4-ethyl-5-carbethoxypyrrole (0.004 mol), paraldehyde (0.008 mol), and zinc amalgam (20 mesh, 10 g) were added at 25° C. and the mixture was stirred 1/2 h. The solution was decanted into 200 ml of water, this was made alkaline with ammonia and the crude product was filtered off. It was purified by sublimation, m.p. 76°-77° C. (lit. 75° C.). Yield 20%. Reactants: Br, COc1ccc(C(=O)Cl)cc1OC(C)=O, C[Si](C)(C)C=[N+]=[N-], CCCCCC, CC(=O)O, ClCCl. The product is COc1ccc(C(=O)CBr)cc1OC(C)=O. Reaction SMILES: [BrH:23].[C:1]([CH3:2])(=[O:3])[O:4][c:5]1[cH:6][c:7]([C:13](=[O:14])[Cl:15])[cH:8][cH:9][c:10]1[O:11][CH3:12].[CH3:16][Si:17]([CH:18]=[N+:19]=[N-:20])([CH3:21])[CH3:22].[CH3:27][CH2:28][CH2:29][CH2:30][CH2:31][CH3:32].[CH3:33][C:34](=[O:35])[OH:36].[Cl:24][CH2:25][Cl:26]>>[C:1]([CH3:2])(=[O:3])[O:4][c:5]1[cH:6][c:7]([C:13](=[O:14])[CH2:16][Br:23])[cH:8][cH:9][c:10]1[O:11][CH3:12]. Reactants: CC(=C)C1=CC=CC=C1 (α-methylstyrene), 123.339126j. The solvent is O (water), O (water). Yields the product CC(=C)C1=CC=CC=C1.CC(=C)C1=CC=CC=C1 (α-methylstyrene dimer). The yield is 86.1%. RXN SMILES: [CH3:1][C:2]([C:4]1[CH:9]=[CH:8][CH:7]=[CH:6][CH:5]=1)=[CH2:3]>O>[CH3:3][C:2]([C:4]1[CH:9]=[CH:8][CH:7]=[CH:6][CH:5]=1)=[CH2:1].[CH3:3][C:2]([C:4]1[CH:9]=[CH:8][CH:7]=[CH:6][CH:5]=1)=[CH2:1] |f:2.3|. Procedure: Heteropolyacids in the presence of water were reported to dimerized α-methylstyrene in Japanese patent application JP07/242,573 (CA 123.339126j). At 100° C., H3PW12O40 and water was reported to give 86.1% of α-methylstyrene dimer. Starting materials: OCCN1CCN(CC1)CC(=O)NC=1C(=NC(=CC1SC)C)SC (2-[4-(2-hydroxyethyl)piperazin-1-yl]-N-[2,4-bis(methylthio)-6-methylpyridin-3-yl]acetamide), SC=1OC2=C(N1)C(=C(C=C2C(C)C)Cl)C (2-mercapto-5-chloro-7-isopropyl-4-methylbenzoxazole), OCCN1CCN(CC1)CC(=O)NC=1C(=NC(=CC1N1CCCC1)C)N1CCCC1 (2-[4-(2-hydroxyethyl)piperazin-1-yl]-N-[2,4-bis(pyrrolidin-1-yl)-6-methyl-3-pyridyl]acetamide), SC=1NC2=C(N1)C=CC=C2 (2-mercaptobenzimidazole). Yields the product ClC=1C=C(C2=C(N=C(O2)SCCN2CCN(CC2)CC(=O)NC=2C(=NC(=CC2N2CCCC2)C)N2CCCC2)C1C)C(C)C (2-[4-[2-(5-chloro-7-isopropyl-4-methylbenzoxazol-2-ylthio)ethyl]piperazin-1-yl]-N-[2,4-bis(pyrrolidin-1-yl)-6-methylpyridin-3-yl]acetamide). As a reaction SMILES: OCCN1CCN(CC(NC2C(SC)=NC(C)=CC=2SC)=O)CC1.O[CH2:26][CH2:27][N:28]1[CH2:33][CH2:32][N:31]([CH2:34][C:35]([NH:37][C:38]2[C:39]([N:50]3[CH2:54][CH2:53][CH2:52][CH2:51]3)=[N:40][C:41]([CH3:49])=[CH:42][C:43]=2[N:44]2[CH2:48][CH2:47][CH2:46][CH2:45]2)=[O:36])[CH2:30][CH2:29]1.SC1NC2C=CC=CC=2N=1.[SH:65][C:66]1[O:67][C:68]2[C:74]([CH:75]([CH3:77])[CH3:76])=[CH:73][C:72]([Cl:78])=[C:71]([CH3:79])[C:69]=2[N:70]=1>>[Cl:78][C:72]1[CH:73]=[C:74]([CH:75]([CH3:76])[CH3:77])[C:68]2[O:67][C:66]([S:65][CH2:26][CH2:27][N:28]3[CH2:29][CH2:30][N:31]([CH2:34][C:35]([NH:37][C:38]4[C:39]([N:50]5[CH2:51][CH2:52][CH2:53][CH2:54]5)=[N:40][C:41]([CH3:49])=[CH:42][C:43]=4[N:44]4[CH2:45][CH2:46][CH2:47][CH2:48]4)=[O:36])[CH2:32][CH2:33]3)=[N:70][C:69]=2[C:71]=1[CH3:79]. Procedure details: The reaction and treatments of Example 12 were repeated, except that 2-[4-(2-hydroxyethyl)piperazin-1-yl]-N-[2,4-bis(methylthio)-6-methylpyridin-3-yl]acetamide was replaced by 2-[4-(2-hydroxyethyl)piperazin-1-yl]-N-[2,4-bis(pyrrolidin-1-yl)-6-methyl-3-pyridyl]acetamide, and 2-mercaptobenzimidazole was replaced by 2-mercapto-5-chloro-7-isopropyl-4-methylbenzoxazole, to thereby yield the title compound as a pale yellow oil.